From a dataset of the Open Reaction Database (ORD), a public repository of structured organic reaction records. describe an organic reaction: reactants, conditions, products, and yield Starting materials: C[Si](C)(C)N=[N+]=[N-] (trimethylsilyl azide), BrC=1C=C(C=2C=NN(C2C1)C)C#N (6-Bromo-1-methyl-1H-indazole-4-carbonitrile), C(CCC)[Sn](=O)CCCC (dibutyl(oxo)stannane), C[Si](C)(C)N=[N+]=[N-] (trimethylsilyl azide), [OH-].[Na+] (sodium hydroxide). The solvent is C1(=CC=CC=C1)C (toluene), CO (methanol). Run at temperature 110 celsius, time 28 hour. Product: BrC1=CC(=C2C=NN(C2=C1)C)C1=NN=NN1 (6-Bromo-1-methyl-4-(1H-tetrazol-5-yl)-1H-indazole). Yield: 99.4%. As a reaction SMILES: [Br:1][C:2]1[CH:3]=[C:4]([C:12]#[N:13])[C:5]2[CH:6]=[N:7][N:8]([CH3:11])[C:9]=2[CH:10]=1.C([Sn](CCCC)=O)CCC.C[Si]([N:28]=[N+:29]=[N-:30])(C)C.[OH-].[Na+]>C1(C)C=CC=CC=1.CO>[Br:1][C:2]1[CH:10]=[C:9]2[C:5]([CH:6]=[N:7][N:8]2[CH3:11])=[C:4]([C:12]2[NH:30][N:29]=[N:28][N:13]=2)[CH:3]=1 |f:3.4|. Procedure: 6-Bromo-1-methyl-1H-indazole-4-carbonitrile (514 mg, 2.177 mmol) was dissolved in toluene (20 mL) and dibutyl(oxo)stannane (108 mg, 0.435 mmol) and trimethylsilyl azide (0.573 mL, 4.35 mmol) were added over 2 mins. The mixture was then stirred at 110° C. under nitrogen for 28 h. Further trimethylsilyl azide (0.03 mL, 0.228 mmol) was added and the mixture continued stirring at 110° C. under nitrogen for 44 h. The solvent was removed in vacuo to give a white solid. 2M sodium hydroxide in methanol ... Reactants: C(C)(C)(C)OC(=O)N1[C@@H](SCC1)C(NC=1SC=C(N1)C1=CC=C(C=C1)C(NC1CC1)=O)=O ((S)-2-[4-(4-cyclopropylcarbamoyl-phenyl)-thiazol-2-ylcarbamoyl]-thiazolidine-3-carboxylic acid tert-butyl ester). The solvent is ClCCl (dichloromethane), FC(C(=O)O)(F)F (trifluoroacetic acid). The product is C1(CC1)NC(=O)C1=CC=C(C=C1)C=1N=C(SC1)NC(=O)[C@@H]1SCCN1 ((S)-Thiazolidine-2-carboxylic acid [4-(4-cyclopropylcarbamoyl-phenyl)-thiazol-2-yl]-amide). Reaction SMILES: C(OC([N:8]1[CH2:12][CH2:11][S:10][C@H:9]1[C:13](=[O:32])[NH:14][C:15]1[S:16][CH:17]=[C:18]([C:20]2[CH:25]=[CH:24][C:23]([C:26](=[O:31])[NH:27][CH:28]3[CH2:30][CH2:29]3)=[CH:22][CH:21]=2)[N:19]=1)=O)(C)(C)C>ClCCl.FC(F)(F)C(O)=O>[CH:28]1([NH:27][C:26]([C:23]2[CH:22]=[CH:21][C:20]([C:18]3[N:19]=[C:15]([NH:14][C:13]([C@H:9]4[NH:8][CH2:12][CH2:11][S:10]4)=[O:32])[S:16][CH:17]=3)=[CH:25][CH:24]=2)=[O:31])[CH2:30][CH2:29]1. Procedure: A solution of (S)-2-[4-(4-cyclopropylcarbamoyl-phenyl)-thiazol-2-ylcarbamoyl]-thiazolidine-3-carboxylic acid tert-butyl ester (341.6 mg, 0.72 mmol) in dichloromethane (3 mL) and trifluoroacetic acid (3 mL) was stirred at ambient temperature overnight. The reaction was filtered and purified by reverse phase HPLC to give the desired product. The reactants are Cl.OCC1=NC=CC(=C1OC)Cl (2-hydroxymethyl-3-methoxy-4-chloro-pyridine hydrochloride), S(=O)(Cl)Cl (thionyl chloride). The solvent is C1(=CC=CC=C1)C (toluene). Yields the product ClCC1=NC=CC(=C1OC)Cl (2-chloromethyl-3-methoxy-4-chloro-pyridine). As a reaction SMILES: Cl.O[CH2:3][C:4]1[C:9]([O:10][CH3:11])=[C:8]([Cl:12])[CH:7]=[CH:6][N:5]=1.S(Cl)([Cl:15])=O>C1(C)C=CC=CC=1>[Cl:15][CH2:3][C:4]1[C:9]([O:10][CH3:11])=[C:8]([Cl:12])[CH:7]=[CH:6][N:5]=1 |f:0.1|. Procedure details: A 1000 ml round-bottom flask is loaded with 67 g (0.319 mol) of 2-hydroxymethyl-3-methoxy-4-chloro-pyridine hydrochloride and 469 ml of toluene. 73 g (0.606 mol) of thionyl chloride are then dropped therein, under stirring and at inner temperature of about 15–25° C. After completion of the addition, the mixture is washed with 35 ml of toluene, keeping the suspension at this temperature for at least 1 hour. After completion of the reaction, approx. 200 ml of solvent are distilled off under vacuum...